From a dataset of the Open Reaction Database (ORD), a public repository of structured organic reaction records. describe an organic reaction: reactants, conditions, products, and yield The reactants are C(C)(C)N(S(=O)(=O)C1=CC=C(C=C1)C)SSN(S(=O)(=O)C1=CC=C(C=C1)C)C(C)C (N,N'-dithiobis-[N-isopropyl-p-toluenesulfonamide]), CNC=NC1=C(C=C(C=C1)C)C (N-methyl-N'-2,4-xylylformamidine), CNC=NC1=C(C=CC(=C1)Cl)C (N-methyl-N'-(4-chloro-o-tolyl) formamidine), ClCl (chlorine), S(=O)(=O)(Cl)Cl (sulfuryl chloride), C(C)(=O)OCC (ethyl acetate). Product: C1(=C(C=C(C=C1)C)C)N=CCNSN(S(=O)(=O)C)C1=CC=CC=C1 (N-[[[N-2,4-xylylformimidoyl]methylamino]thio]-N-phenylmethanesulfonamide). Isolated yield 14.0%. Reaction SMILES: [CH:1]([N:4](SSN(C(C)C)S(C1C=CC(C)=CC=1)(=O)=O)[S:5](C1C=CC(C)=CC=1)(=O)=O)(C)C.ClCl.[S:33](Cl)(Cl)(=[O:35])=[O:34].CN[CH:40]=[N:41][C:42]1[CH:47]=[CH:46][C:45]([CH3:48])=[CH:44][C:43]=1[CH3:49].CNC=[N:53][C:54]1[CH:59]=[C:58](Cl)[CH:57]=[CH:56][C:55]=1C.[C:62](OCC)(=O)C>>[C:42]1([N:41]=[CH:40][CH2:1][NH:4][S:5][N:53]([C:54]2[CH:55]=[CH:56][CH:57]=[CH:58][CH:59]=2)[S:33]([CH3:62])(=[O:35])=[O:34])[CH:47]=[CH:46][C:45]([CH3:48])=[CH:44][C:43]=1[CH3:49]. Procedure: Following the procedure for Example 2, but substituting N,N'-dithiobis[N-pheylmethanesulfonamide] for N,N'-dithiobis-[N-isopropyl-p-toluenesulfonamide], chlorine for sulfuryl chloride, and N-methyl-N'-2,4-xylylformamidine for N-methyl-N'-(4-chloro-o-tolyl) formamidine, the product is prepared. The product is recrytallized from ethyl acetate to give 2.0 g. (14% yield) of N-[[[N-2,4-xylylformimidoyl]methylamino]thio]-N-phenylmethanesulfonamide as white crystals, mp. 120°-121.5°. The reactants are C1(=CC=CC=C1)C(N1CCNCC1)C1=CC=CC=C1 (N-(diphenylmethyl)piperazine), [OH-].[Na+] (sodium hydroxide), Cl.C1(=CC=CC=C1)C=1NC(=C(N1)C(C)Cl)C (2-phenyl-4-(1-chloroethyl)-5-methylimidazole hydrochloride). Run in mixture, C(C)O.O (ethanol water), C(C)O.O (ethanol water). Yields the product Cl.Cl.Cl.C1(=CC=CC=C1)C(N1CCN(CC1)C(C)C=1N=C(NC1C)C1=CC=CC=C1)C1=CC=CC=C1 (1-diphenylmethyl-4-[1-(2-phenyl-5-methyl-1H-imidazol-4-yl)ethyl]piperazine trihydrochloride). As a reaction SMILES: [C:1]1([CH:7]([C:14]2[CH:19]=[CH:18][CH:17]=[CH:16][CH:15]=2)[N:8]2[CH2:13][CH2:12][NH:11][CH2:10][CH2:9]2)[CH:6]=[CH:5][CH:4]=[CH:3][CH:2]=1.[OH-].[Na+].[ClH:22].[C:23]1([C:29]2[NH:30][C:31]([CH3:37])=[C:32]([CH:34]([Cl:36])[CH3:35])[N:33]=2)[CH:28]=[CH:27][CH:26]=[CH:25][CH:24]=1>C(O)C.O>[ClH:36].[ClH:22].[ClH:36].[C:14]1([CH:7]([C:1]2[CH:2]=[CH:3][CH:4]=[CH:5][CH:6]=2)[N:8]2[CH2:9][CH2:10][N:11]([CH:34]([C:32]3[N:33]=[C:29]([C:23]4[CH:28]=[CH:27][CH:26]=[CH:25][CH:24]=4)[NH:30][C:31]=3[CH3:37])[CH3:35])[CH2:12][CH2:13]2)[CH:19]=[CH:18][CH:17]=[CH:16][CH:15]=1 |f:1.2,3.4,5.6,7.8.9.10|. Reported procedure: 14 Grams (0.052 mol) of N-(diphenylmethyl)piperazine and 6 grams (0.15 mol) of sodium hydroxide were dissolved in 180 ml of a mixture of ethanol:water 60:40. The mixture was heated to reflux, then 2-phenyl-4-(1-chloroethyl)-5-methylimidazole hydrochloride in 180 milliliters of ethanol:water 60:40 were added dropwise. After 4 to 5 hours under reflux, the reaction mixture was allowed to cool to room temperature. The oil that separated was washed twice with water, then dissolved in ether and hydroc... Reaction conditions: temperature 85 celsius. Procedure: In 240 ml of ethanol was dissolved 48.1 g (0.144 mol)of 2,5-diiodo-4-isopropyl-1H-imidazole (7), followed by addition of 240 ml of water and 20.1 g (0.159 mol)of sodium sulfite. The mixture was heated at 85° C. for 35 minutes. This reaction mixture was concentrated and extracted with methylene chloride and the extract was washed with water and dried over sodium sulfate. After filtration, the solvent was distilled off under reduced pressure and the residue was washed with ethyl acetate-diisopropy... The product is C(C)(C)C=1N=CNC1I (4-isopropyl-5-iodo-1H-imidazole). The reactants are IC=1NC(=C(N1)C(C)C)I (2,5-diiodo-4-isopropyl-1H-imidazole), O (water), S(=O)([O-])[O-].[Na+].[Na+] (sodium sulfite). Reaction SMILES: I[C:2]1[NH:3][C:4]([I:10])=[C:5]([CH:7]([CH3:9])[CH3:8])[N:6]=1.O.S([O-])([O-])=O.[Na+].[Na+]>C(O)C>[CH:7]([C:5]1[N:6]=[CH:2][NH:3][C:4]=1[I:10])([CH3:9])[CH3:8] |f:2.3.4|. Isolated yield 79.1%. Solvent: C(C)O (ethanol).